From a dataset of the Open Reaction Database (ORD), a public repository of structured organic reaction records. describe an organic reaction: reactants, conditions, products, and yield The reactants are CCOc1ccc(CCN)cc1OC, C1CCC2=NCCCN2CC1, O=C(Nc1cccc2cnccc12)C(Cl)(Cl)Cl. Product: CCOc1ccc(CCNC(=O)Nc2cccc3cnccc23)cc1OC. Reaction SMILES: [CH2:1]([CH3:2])[O:3][c:4]1[c:5]([O:13][CH3:14])[cH:6][c:7]([CH2:10][CH2:11][NH2:12])[cH:8][cH:9]1.[CH2:32]1[CH2:33][CH2:34][C:35]2=[N:40][CH2:39][CH2:38][CH2:37][N:36]2[CH2:41][CH2:42]1.[Cl:15][C:16]([C:17](=[O:18])[NH:19][c:20]1[c:21]2[cH:22][cH:23][n:24][cH:25][c:26]2[cH:27][cH:28][cH:29]1)([Cl:30])[Cl:31]>>[CH2:1]([CH3:2])[O:3][c:4]1[c:5]([O:13][CH3:14])[cH:6][c:7]([CH2:10][CH2:11][NH:12][C:17](=[O:18])[NH:19][c:20]2[c:21]3[cH:22][cH:23][n:24][cH:25][c:26]3[cH:27][cH:28][cH:29]2)[cH:8][cH:9]1. Solvent: C1CCOC1 (THF). Reagents/catalysts: OS(=O)(=O)O (H2SO4). Yields the product BrC1=C(N)C=C(C(=C1)OC)OC (2-bromo-4,5-dimethoxyaniline). The reactants are COC=1C=C(C=CC1OC)N (3,4-dimethoxybenzenamine), C1CC(=O)N(C1=O)Br (NBS). Reaction SMILES: [CH3:1][O:2][C:3]1[CH:4]=[C:5]([NH2:11])[CH:6]=[CH:7][C:8]=1[O:9][CH3:10].C1C(=O)N([Br:19])C(=O)C1>C1COCC1.OS(O)(=O)=O>[Br:19][C:6]1[CH:7]=[C:8]([O:9][CH3:10])[C:3]([O:2][CH3:1])=[CH:4][C:5]=1[NH2:11]. Procedure details: To a solution of 3,4-dimethoxybenzenamine (20.0 g, 0.130 mol) in dry THF (200 mL) was added concentrated H2SO4 (20 drops) under N2 at −78° C. After 10 mains, NBS (23.2 g, 0.130 mol) was added in potions at −78° C. Then the reaction mixture was allowed to gradually warm up to room temperature over 1 hour. THF was removed under reduced pressure. The residue was diluted with EtOAc (200 mL), and washed with water (80 mL×3). The organic layer was dried over anhydrous MgSO4, filtered and concentrated ... The reactants are FC1=NC(=CC=C1)F (2,6-Difluoropyridine), C(#N)C1CCN(CC1)C(=O)OC(C)(C)C (tert-butyl 4-cyanopiperidine-1-carboxylate), C[Si]([N-][Si](C)(C)C)(C)C.[K+] (potassium hexamethyldisilazide). Product: C(#N)C1(CCN(CC1)C(=O)OC(C)(C)C)C1=NC(=CC=C1)F (tert-Butyl 4-cyano-4-(6-fluoropyridin-2-yl)piperidin-1-carboxylate). RXN SMILES: F[C:2]1[CH:7]=[CH:6][CH:5]=[C:4]([F:8])[N:3]=1.[C:9]([CH:11]1[CH2:16][CH2:15][N:14]([C:17]([O:19][C:20]([CH3:23])([CH3:22])[CH3:21])=[O:18])[CH2:13][CH2:12]1)#[N:10].C[Si](C)(C)[N-][Si](C)(C)C.[K+]>>[C:9]([C:11]1([C:2]2[CH:7]=[CH:6][CH:5]=[C:4]([F:8])[N:3]=2)[CH2:16][CH2:15][N:14]([C:17]([O:19][C:20]([CH3:23])([CH3:22])[CH3:21])=[O:18])[CH2:13][CH2:12]1)#[N:10] |f:2.3|. Procedure: 2,6-Difluoropyridine (2 g, 17 mmol) and tert-butyl 4-cyanopiperidine-1-carboxylate (2.4 g, 11 mmol) were reacted in the presence of potassium hexamethyldisilazide (14 mmol) using the method described in example 8-1 to afford the desired product: tert-butyl 4-cyano-4-(6-fluoropyridin-2-yl)piperidine-1-carboxylate: 1H NMR δ (ppm)(CDCl3): 7.86 (1 H, q, J=7.9 Hz), 7.54 (1 H, dd, J=2.3, 7.4 Hz), 6.93-6.91(1 H, m), 4.28 (21H, br s), 3.17 (2 H, br s), 2.25-2.17 (2 H, m), 2.02 (2 H, d, J=14.6 Hz), 1.48 ... Starting materials: CCCCOc1c(CN2C(=O)c3ccccc3C2=O)n(CCC(=O)O)c(=O)c2cc(Cl)c(Cl)cc12, C1CCNC1, CCN=C=NCCCN(C)C, CN(C)C=O, Cl, O, On1nnc2ccccc21. The product is CCCCOc1c(CN2C(=O)c3ccccc3C2=O)n(CCC(=O)N2CCCC2)c(=O)c2cc(Cl)c(Cl)cc12. As a reaction SMILES: [CH2:1]([CH2:2][CH2:3][CH3:4])[O:5][c:6]1[c:7]([CH2:24][N:25]2[C:26](=[O:35])[c:27]3[cH:28][cH:29][cH:30][cH:31][c:32]3[C:33]2=[O:34])[n:8]([CH2:19][CH2:20][C:21](=[O:22])[OH:23])[c:9](=[O:18])[c:10]2[cH:11][c:12]([Cl:17])[c:13]([Cl:16])[cH:14][c:15]12.[CH2:36]1[CH2:37][CH2:38][NH:39][CH2:40]1.[CH2:42]([N:43]=[C:44]=[N:45][CH2:46][CH2:47][CH2:48][N:49]([CH3:50])[CH3:51])[CH3:52].[CH3:63][N:64]([CH3:65])[CH:66]=[O:67].[ClH:41].[OH2:68].[OH:53][n:54]1[c:55]2[cH:56][cH:57][cH:58][cH:59][c:60]2[n:61][n:62]1>>[CH2:1]([CH2:2][CH2:3][CH3:4])[O:5][c:6]1[c:7]([CH2:24][N:25]2[C:26](=[O:35])[c:27]3[cH:28][cH:29][cH:30][cH:31][c:32]3[C:33]2=[O:34])[n:8]([CH2:19][CH2:20][C:21](=[O:23])[N:39]2[CH2:38][CH2:37][CH2:36][CH2:40]2)[c:9](=[O:18])[c:10]2[cH:11][c:12]([Cl:17])[c:13]([Cl:16])[cH:14][c:15]12. Starting materials: O=C(n1ccnc1)n1ccnc1, CN(C)C=O, NS(=O)(=O)C1CC1, CC1(C)Cc2c(ccc(F)c2C(=O)O)NC1c1cccc(N2CCOCC2)c1, [H-], [Na+]. Yields the product CC1(C)Cc2c(ccc(F)c2C(=O)NS(=O)(=O)C2CC2)NC1c1cccc(N2CCOCC2)c1. As a reaction SMILES: [C:38]([n:39]1[cH:40][cH:41][n:42][cH:43]1)([n:44]1[cH:45][cH:46][n:47][cH:48]1)=[O:49].[CH3:50][N:51]([CH3:52])[CH:53]=[O:54].[CH:3]1([S:6](=[O:7])(=[O:8])[NH2:9])[CH2:4][CH2:5]1.[F:10][c:11]1[c:12]([C:35](=[O:36])[OH:37])[c:13]2[c:18]([cH:19][cH:20]1)[NH:17][CH:16]([c:21]1[cH:22][c:23]([N:27]3[CH2:28][CH2:29][O:30][CH2:31][CH2:32]3)[cH:24][cH:25][cH:26]1)[C:15]([CH3:33])([CH3:34])[CH2:14]2.[H-:1].[Na+:2]>>[CH:3]1([S:6](=[O:7])(=[O:8])[NH:9][C:35]([c:12]2[c:11]([F:10])[cH:20][cH:19][c:18]3[c:13]2[CH2:14][C:15]([CH3:33])([CH3:34])[CH:16]([c:21]2[cH:22][c:23]([N:27]4[CH2:28][CH2:29][O:30][CH2:31][CH2:32]4)[cH:24][cH:25][cH:26]2)[NH:17]3)=[O:36])[CH2:4][CH2:5]1.